The task is: describe an organic reaction: reactants, conditions, products, and yield. This data is from the Open Reaction Database (ORD), a public repository of structured organic reaction records. Reactants: O=C(Cl)OCc1ccccc1, C1CCOC1, CCOC(C)=O, [H-], COC(=O)c1[nH]c(C(C)(C)C)cc1N, [Na+]. The product is COC(=O)c1[nH]c(C(C)(C)C)cc1C(=O)OCc1ccccc1. Reaction SMILES: [C:17]([O:18][CH2:19][c:20]1[cH:21][cH:22][cH:23][cH:24][cH:25]1)(=[O:26])[Cl:27].[CH2:28]1[O:29][CH2:30][CH2:31][CH2:32]1.[CH3:33][CH2:34][O:35][C:36](=[O:37])[CH3:38].[H-:16].[NH2:1][c:2]1[c:3]([C:11](=[O:12])[O:13][CH3:14])[nH:4][c:5]([C:7]([CH3:8])([CH3:9])[CH3:10])[cH:6]1.[Na+:15]>>[c:2]1([C:17]([O:18][CH2:19][c:20]2[cH:21][cH:22][cH:23][cH:24][cH:25]2)=[O:26])[c:3]([C:11](=[O:12])[O:13][CH3:14])[nH:4][c:5]([C:7]([CH3:8])([CH3:9])[CH3:10])[cH:6]1. Reactants: C([O-])([O-])=O.[K+].[K+] (potassium carbonate), C([O-])([O-])=O.[K+].[K+] (potassium carbonate), ice water, CC1=CC=C(C(=O)OC2=CC=C(C=C2)O)C=C1 (4-hydroxyphenyl 4-methylbenzoate), BrCCCCCCCCCCCO (11-bromo-1-undecanol), Cl (hydrochloric acid). The solvent is CN(C=O)C (dimethylformamide). Conditions: temperature 80 celsius. Product: CC1=CC=C(C(=O)OC2=CC=C(C=C2)OCCCCCCCCCCCO)C=C1 (4-(11-hydroxyundecyloxy)phenyl 4-methylbenzoate). As a reaction SMILES: [CH3:1][C:2]1[CH:17]=[CH:16][C:5]([C:6]([O:8][C:9]2[CH:14]=[CH:13][C:12]([OH:15])=[CH:11][CH:10]=2)=[O:7])=[CH:4][CH:3]=1.C(=O)([O-])[O-].[K+].[K+].Br[CH2:25][CH2:26][CH2:27][CH2:28][CH2:29][CH2:30][CH2:31][CH2:32][CH2:33][CH2:34][CH2:35][OH:36].Cl>CN(C)C=O>[CH3:1][C:2]1[CH:3]=[CH:4][C:5]([C:6]([O:8][C:9]2[CH:14]=[CH:13][C:12]([O:15][CH2:25][CH2:26][CH2:27][CH2:28][CH2:29][CH2:30][CH2:31][CH2:32][CH2:33][CH2:34][CH2:35][OH:36])=[CH:11][CH:10]=2)=[O:7])=[CH:16][CH:17]=1 |f:1.2.3|. Reported procedure: 9.3 g (0.042 mol) of 4-hydroxyphenyl 4-methylbenzoate are dissolved in 80 ml of absolute dimethylformamide (DMF), and 6.8 g (0.05 mol) of potassium carbonate are added. 11.3 g (0.045 mol) of 11-bromo-1-undecanol are then added, and the mixture is heated at 80° C. for 24 hours. During this time, a further 0.6 g of potassium carbonate is added. For work-up, the reaction mixture is poured into ice water and acidified by means of dilute hydrochloric acid, and the precipitate is filtered off with suc... The reactants are C1(CCC(CCCC(CCCC1)C=O)C=O)C=O (cyclododecane-1,4,8-tricarbaldehyde), C=CC=C (1,3-butadiene). Product: C1=CCC=CCCC=CCCC1 (1,4,8-cyclododecatriene). RXN SMILES: [CH:1]1(C=O)[CH2:12][CH2:11][CH2:10][CH2:9][CH:8](C=O)[CH2:7][CH2:6][CH2:5][CH:4](C=O)[CH2:3][CH2:2]1.C=CC=C>>[CH:1]1[CH2:12][CH2:11][CH2:10][CH:9]=[CH:8][CH2:7][CH2:6][CH:5]=[CH:4][CH2:3][CH:2]=1. Procedure details: The cyclododecane-1,4,8-tricarbaldehyde can be prepared by a process comprising trimerizing 1,3-butadiene to give 1,4,8-cyclododecatriene, and hydroformylating the 1,4,8-cyclododecatriene. Starting materials: O=S1(N=C(NC2=C1C=CC=C2)CC(=O)O)=O ((1,1-Dioxo-1,4-dihydro-1λ6-benzo[1,2,4]thiadiazin-3-yl)-acetic acid), Cl.CN(CCCN=C=NCC)C (1-(3-dimethylaminopropyl)-3-ethylcarbodiimide hydrochloride), CN1CCOCC1 (N-methylmorpholine), C(C)OC(=O)[C@@H]1[C@H]2CC[C@@H]([C@@H]1NCC1=CC=C(C=C1)F)C2 ((1S,2R,3S,4R)-3-(4-Fluoro-benzylamino)-bicyclo[2.2.1]heptane-2-carboxylic acid ethyl ester), Cl (hydrochloric acid). Solvent: CN(C=O)C (N,N-dimethylformamide). Run at temperature 25 celsius, time 16 hour. Product: crude product, C(C)OC(=O)[C@@H]1[C@H]2CC[C@@H]([C@@H]1N(CC1=CC=C(C=C1)F)C(CC1=NS(C3=C(N1)C=CC=C3)(=O)=O)=O)C2 ((1S,2R,3S,4R)-3-[[2-(1,1-dioxo-1,4-dihydro-1λ6-benzo[1,2,4]thiadiazin-3-yl)-acetyl]-(4-fluoro-benzyl)-amino]-bicyclo[2.2.1]heptane-2-carboxylic acid ethyl ester). As a reaction SMILES: [O:1]=[S:2]1(=[O:16])[C:7]2[CH:8]=[CH:9][CH:10]=[CH:11][C:6]=2[NH:5][C:4]([CH2:12][C:13]([OH:15])=O)=[N:3]1.[CH2:17]([O:19][C:20]([C@H:22]1[C@@H:27]([NH:28][CH2:29][C:30]2[CH:35]=[CH:34][C:33]([F:36])=[CH:32][CH:31]=2)[C@H:26]2[CH2:37][C@@H:23]1[CH2:24][CH2:25]2)=[O:21])[CH3:18].Cl.CN(C)CCCN=C=NCC.CN1CCOCC1.Cl>CN(C)C=O>[CH2:17]([O:19][C:20]([C@H:22]1[C@@H:27]([N:28]([C:13](=[O:15])[CH2:12][C:4]2[NH:5][C:6]3[CH:11]=[CH:10][CH:9]=[CH:8][C:7]=3[S:2](=[O:1])(=[O:16])[N:3]=2)[CH2:29][C:30]2[CH:35]=[CH:34][C:33]([F:36])=[CH:32][CH:31]=2)[C@H:26]2[CH2:37][C@@H:23]1[CH2:24][CH2:25]2)=[O:21])[CH3:18] |f:2.3|. Procedure details: (1,1-Dioxo-1,4-dihydro-1λ6-benzo[1,2,4]thiadiazin-3-yl)-acetic acid (0.2 g, 0.833 mmol) was dissolved in anhydrous N,N-dimethylformamide (8 mL). (1S,2R,3S,4R)-3-(4-Fluoro-benzylamino)-bicyclo[2.2.1]heptane-2-carboxylic acid ethyl ester (prepared as described in Example 21, 0.244 g, 0.833 mmol) was added followed by 1-(3-dimethylaminopropyl)-3-ethylcarbodiimide hydrochloride (0.168 g, 0.875 mmol). Then N-methylmorpholine (0.177 g, 1.75 mmol) was added into the above reaction mixture. The mixture ... Starting materials: COC(=O)C(Cc1ccc(O)cc1)NC(=O)C(CO)NC(=O)OCc1ccccc1, CO, Cl, C1CCOC1, O. Product: COC(=O)C(Cc1ccc(O)cc1)NC(=O)C(N)CO, Cl. As a reaction SMILES: [CH3:1][O:2][C:3]([CH:4]([NH:5][C:6]([CH:7]([NH:8][C:9]([O:10][CH2:11][c:12]1[cH:13][cH:14][cH:15][cH:16][cH:17]1)=[O:18])[CH2:19][OH:20])=[O:21])[CH2:22][c:23]1[cH:24][cH:25][c:26]([OH:29])[cH:27][cH:28]1)=[O:30].[CH3:31][OH:32].[ClH:33].[O:35]1[CH2:36][CH2:37][CH2:38][CH2:39]1.[OH2:34]>>[CH3:1][O:2][C:3]([CH:4]([NH:5][C:6]([CH:7]([NH2:8])[CH2:19][OH:20])=[O:21])[CH2:22][c:23]1[cH:24][cH:25][c:26]([OH:29])[cH:27][cH:28]1)=[O:30].[ClH:33]. The reactants are C1(=CC=CC=C1)CCC=C1C(N(C(S1)=O)CCCCOC=1C=2N(C=CC1)C=CN2)=O (5-(3-phenylpropylidene)-3-[4-(imidazo[1,2-a]pyridin-8-yloxy)butyl]thiazolidine-2,4-dione), Cl (hydrochloric acid). The solvent is CO (methanol). Product: Cl.C1(=CC=CC=C1)CCC=C1C(N(C(S1)=O)CCCCOC=1C=2N(C=CC1)C=CN2)=O (5-(3-phenylpropylidene)-3-[4-(imidazo[1,2-a]pyridin-8-yloxy)butyl]thiazolidine-2,4-dione hydrochloride). As a reaction SMILES: [C:1]1([CH2:7][CH2:8][CH:9]=[C:10]2[S:14][C:13](=[O:15])[N:12]([CH2:16][CH2:17][CH2:18][CH2:19][O:20][C:21]3[C:22]4[N:23]([CH:27]=[CH:28][N:29]=4)[CH:24]=[CH:25][CH:26]=3)[C:11]2=[O:30])[CH:6]=[CH:5][CH:4]=[CH:3][CH:2]=1.[ClH:31]>CO>[ClH:31].[C:1]1([CH2:7][CH2:8][CH:9]=[C:10]2[S:14][C:13](=[O:15])[N:12]([CH2:16][CH2:17][CH2:18][CH2:19][O:20][C:21]3[C:22]4[N:23]([CH:27]=[CH:28][N:29]=4)[CH:24]=[CH:25][CH:26]=3)[C:11]2=[O:30])[CH:6]=[CH:5][CH:4]=[CH:3][CH:2]=1 |f:3.4|. Reported procedure: To a solution of 1.633 g (3.87 mmol) of 5-(3-phenylpropylidene)-3-[4-(imidazo[1,2-a]pyridin-8-yloxy)butyl]thiazolidine-2,4-dione in 30 ml of methanol, 0.70 ml of concentrated hydrochloric acid was added. After the solvent was distilled off, the residue was washed with diethyl ether to yield 1.597 g (90.0%, brown foamy substance) of the desired product. Starting materials: FC=1C=C(C=C2C=CC(=CC12)O)C1=CC=C(C=C1)OC (8-fluoro-6-(4-methoxyphenyl)-2-naphthol), C1CC(=O)N(C1=O)Cl (NCS). Solvent: C1CCOC1 (THF). Yields the product ClC1=C(C=CC2=CC(=CC(=C12)F)C1=CC=C(C=C1)OC)O (1-Chloro-8-fluoro-6-(4-methoxyphenyl)-2-naphthol). The yield is 83.9%. RXN SMILES: [F:1][C:2]1[CH:3]=[C:4]([C:13]2[CH:18]=[CH:17][C:16]([O:19][CH3:20])=[CH:15][CH:14]=2)[CH:5]=[C:6]2[C:11]=1[CH:10]=[C:9]([OH:12])[CH:8]=[CH:7]2.C1C(=O)N([Cl:28])C(=O)C1>C1COCC1>[Cl:28][C:10]1[C:11]2[C:6](=[CH:5][C:4]([C:13]3[CH:14]=[CH:15][C:16]([O:19][CH3:20])=[CH:17][CH:18]=3)=[CH:3][C:2]=2[F:1])[CH:7]=[CH:8][C:9]=1[OH:12]. Reported procedure: A solution of 8-fluoro-6-(4-methoxyphenyl)-2-naphthol (0.17 g, 0.63 mmol) and NCS (0.10 g, 0.76 mmol) in THF (20 mL) were stirred under nitrogen at room temperature overnight according to Method C. The solution was concentrated onto Florosil and purified on a silica column (20% ethyl acetate—hexanes) to yield 0.16 g (84%) of the title compound as a yellow solid. An analytical sample was further prepared by preparative reverse phase HPLC to yield a light yellow solid: mp 120-124° C.; 1H NMR (DMSO... Starting materials: NC1=NC=CC=C1O (2-amino-3-hydroxypyridine), NC=1C=NC=C(C(=O)O)C1 (5-aminonicotinic acid), [OH-].[Na+] (NaOH). Solvent: O (water). Run at temperature 200 celsius, time 6 hour. The product is O1C(=NC2=NC=CC=C21)C=2C=C(C=NC2)N (5-oxazolo[4,5-b]pyridin-2-yl-pyridin-3-ylamine). RXN SMILES: [NH2:1][C:2]1[C:7]([OH:8])=[CH:6][CH:5]=[CH:4][N:3]=1.[NH2:9][C:10]1[CH:11]=[N:12][CH:13]=[C:14]([CH:18]=1)[C:15](O)=O.[OH-].[Na+]>O>[O:8]1[C:7]2[C:2](=[N:3][CH:4]=[CH:5][CH:6]=2)[N:1]=[C:15]1[C:14]1[CH:18]=[C:10]([NH2:9])[CH:11]=[N:12][CH:13]=1 |f:2.3|. Procedure: In a typical run, 790 mg of 2-amino-3-hydroxypyridine (7.24 mmol) and 1.00 g of 5-aminonicotinic acid (7.24 mmol) were mixed with 10 mL of PPA and stirred at 200° C. for 6 hours. The reaction mixture was cooled to about 100° C. and carefully poured into 100 mL of water. The pH was brought to 6 with solid NaOH and the solids were collected by filtration. After drying under high vacuum, a total of 180 mg of 5-oxazolo[4,5-b]pyridin-2-yl-pyridin-3-ylamine. Starting materials: NC1(c2ccc(Br)cc2)CCC1, CCN(C(C)C)C(C)C, Cl, O=S(=O)(Cl)c1ccc(OC(F)F)cc1, CN(C)C=O. The product is O=S(=O)(NC1(c2ccc(Br)cc2)CCC1)c1ccc(OC(F)F)cc1. As a reaction SMILES: [Br:1][c:2]1[cH:3][cH:4][c:5]([C:8]2([NH2:12])[CH2:9][CH2:10][CH2:11]2)[cH:6][cH:7]1.[CH:14]([N:15]([CH:16]([CH3:17])[CH3:18])[CH2:19][CH3:20])([CH3:21])[CH3:22].[ClH:13].[F:23][CH:24]([O:25][c:26]1[cH:27][cH:28][c:29]([S:32](=[O:33])(=[O:34])[Cl:35])[cH:30][cH:31]1)[F:36].[O:37]=[CH:38][N:39]([CH3:40])[CH3:41]>>[Br:1][c:2]1[cH:3][cH:4][c:5]([C:8]2([NH:12][S:32]([c:29]3[cH:28][cH:27][c:26]([O:25][CH:24]([F:23])[F:36])[cH:31][cH:30]3)(=[O:33])=[O:34])[CH2:9][CH2:10][CH2:11]2)[cH:6][cH:7]1. Starting materials: O=C1NC(=NN1C1CCN(CC1)C(=O)N[C@@H](C(=O)O)CC1=CC=2CCCCC2C=C1)C1=CC=CC=C1 ((R)-2-{[4-(5-oxo-3-phenyl-4,5-dihydro-[1,2,4]triazol-1-yl)-piperidine-1-carbonyl]-amino}-3-(5,6,7,8-tetrahydro-naphthalen-2-yl)-propionic acid), CN1CCC(CC1)N1CCNCC1 (1-(1-methyl-piperidin-4-yl)-piperazine). The product is CN1CCC(CC1)N1CCN(CC1)C([C@@H](CC1=CC=2CCCCC2C=C1)NC(=O)N1CCC(CC1)N1N=C(NC1=O)C1=CC=CC=C1)=O (4-(5-oxo-3-phenyl-4,5-dihydro-[1,2,4]triazol-1-yl)-piperidine-1-carboxylic acid-[(R)-2-[4-(1-methyl-piperidin-4-yl)-piperazin-1-yl]-2-oxo-1-(5,6,7,8-tetrahydro-naphthalen-2-ylmethyl)-ethyl]-amide). As a reaction SMILES: [O:1]=[C:2]1[N:6]([CH:7]2[CH2:12][CH2:11][N:10]([C:13]([NH:15][C@H:16]([CH2:20][C:21]3[CH:30]=[CH:29][C:28]4[CH2:27][CH2:26][CH2:25][CH2:24][C:23]=4[CH:22]=3)[C:17](O)=[O:18])=[O:14])[CH2:9][CH2:8]2)[N:5]=[C:4]([C:31]2[CH:36]=[CH:35][CH:34]=[CH:33][CH:32]=2)[NH:3]1.[CH3:37][N:38]1[CH2:43][CH2:42][CH:41]([N:44]2[CH2:49][CH2:48][NH:47][CH2:46][CH2:45]2)[CH2:40][CH2:39]1>>[CH3:37][N:38]1[CH2:39][CH2:40][CH:41]([N:44]2[CH2:49][CH2:48][N:47]([C:17](=[O:18])[C@H:16]([NH:15][C:13]([N:10]3[CH2:11][CH2:12][CH:7]([N:6]4[C:2](=[O:1])[NH:3][C:4]([C:31]5[CH:32]=[CH:33][CH:34]=[CH:35][CH:36]=5)=[N:5]4)[CH2:8][CH2:9]3)=[O:14])[CH2:20][C:21]3[CH:30]=[CH:29][C:28]4[CH2:27][CH2:26][CH2:25][CH2:24][C:23]=4[CH:22]=3)[CH2:46][CH2:45]2)[CH2:42][CH2:43]1. Procedure: Prepared analogously to Example 54c) from 300 mg (0.61 mmol) (R)-2-{[4-(5-oxo-3-phenyl-4,5-dihydro-[1,2,4]triazol-1-yl)-piperidine-1-carbonyl]-amino}-3-(5,6,7,8-tetrahydro-naphthalen-2-yl)-propionic acid and 120 mg (0.66 mmol) 1-(1-methyl-piperidin-4-yl)-piperazine.